This data is from the Open Reaction Database (ORD), a public repository of structured organic reaction records. The task is: describe an organic reaction: reactants, conditions, products, and yield Reactants: CC(C)(C)OC(=O)N1CCNCC1, CCOC(C)=O, Nc1ncc(Br)nc1Br. Yields the product CC(C)(C)OC(=O)N1CCN(c2nc(Br)cnc2N)CC1. As a reaction SMILES: [C:10]([CH3:11])([CH3:12])([CH3:13])[O:14][C:15](=[O:16])[N:17]1[CH2:18][CH2:19][NH:20][CH2:21][CH2:22]1.[CH3:23][CH2:24][O:25][C:26]([CH3:27])=[O:28].[NH2:1][c:2]1[n:3][cH:4][c:5]([Br:9])[n:6][c:7]1[Br:8]>>[NH2:1][c:2]1[n:3][cH:4][c:5]([Br:9])[n:6][c:7]1[N:20]1[CH2:19][CH2:18][N:17]([C:15]([O:14][C:10]([CH3:11])([CH3:12])[CH3:13])=[O:16])[CH2:22][CH2:21]1.